Task: describe an organic reaction: reactants, conditions, products, and yield. Dataset: the Open Reaction Database (ORD), a public repository of structured organic reaction records Reactants: [N+](=O)([O-])C1=CC=C(C=C1)C1=CC(=NC(=C1)C1=CC=CC=C1)OCCCCCC(=O)OCC (ethyl 6-{[4-(4-nitrophenyl)-6-phenyl-2-pyridyl]oxy}hexanoate), stannous chloride, [Na] (sodium). Run in O (water), C(C)O (ethanol). Reaction conditions: temperature 70 celsius. Product: NC1=CC=C(C=C1)C1=CC(=NC(=C1)C1=CC=CC=C1)OCCCCCC(=O)OCC (ethyl 6-{[4-(4-aminophenyl)-6-phenyl-2-pyridyl]oxy}hexanoate). RXN SMILES: [N+:1]([C:4]1[CH:9]=[CH:8][C:7]([C:10]2[CH:15]=[C:14]([C:16]3[CH:21]=[CH:20][CH:19]=[CH:18][CH:17]=3)[N:13]=[C:12]([O:22][CH2:23][CH2:24][CH2:25][CH2:26][CH2:27][C:28]([O:30][CH2:31][CH3:32])=[O:29])[CH:11]=2)=[CH:6][CH:5]=1)([O-])=O.[Na]>C(O)C.O>[NH2:1][C:4]1[CH:9]=[CH:8][C:7]([C:10]2[CH:15]=[C:14]([C:16]3[CH:21]=[CH:20][CH:19]=[CH:18][CH:17]=3)[N:13]=[C:12]([O:22][CH2:23][CH2:24][CH2:25][CH2:26][CH2:27][C:28]([O:30][CH2:31][CH3:32])=[O:29])[CH:11]=2)=[CH:6][CH:5]=1 |^1:32|. Reported procedure: The yellow suspension obtained by mixing ethyl 6-{[4-(4-nitrophenyl)-6-phenyl-2-pyridyl]oxy}hexanoate (5.3 g), stannous chloride (11.6 g) in ethanol (100 cc) is heated at 70° C. for 2 hours and 30 minutes under inert atmosphere. The clear brown solution thus obtained is concentrated to dryness under reduced pressure. The residue obtained is taken up in distilled water (100 cc). The pH of this aqueous phase is brought to 6 by addition of sodium hydrogenocarbonate. The solution is then extracted w... Starting materials: C(C1=CC=CC=C1)OC1=C2N(C(=NC1=O)CC1(CCCC1)C1=CC=C(C=C1)Br)CCN(C2=O)C(C)C (9-benzyloxy-6-[1-(4-bromophenyl)-cyclopentylmethyl]-2-isopropyl-3,4-dihydro-2H-pyrazino[1,2-c]pyrimidine-1,8-dione), CN1C(CCC1)=O (N-Methyl-2-pyrrolidon). The reagents and catalysts are [Zn] (Zn), C1(=CC=CC=C1)P([C-]1C=CC=C1)C1=CC=CC=C1.[C-]1(C=CC=C1)P(C1=CC=CC=C1)C1=CC=CC=C1.[Fe+2] (1,1′-bis(diphenylphosphino)ferrocen), [C-]#N.[C-]#N.[Zn+2] (Zn(CN)2), C=1C=CC(=CC1)/C=C/C(=O)/C=C/C2=CC=CC=C2.C=1C=CC(=CC1)/C=C/C(=O)/C=C/C2=CC=CC=C2.C=1C=CC(=CC1)/C=C/C(=O)/C=C/C2=CC=CC=C2.[Pd].[Pd] (Pd2(dba)3). Solvent: O (water). Conditions: temperature 120 celsius. Product: OC1=C2N(C(=NC1=O)CC1(CCCC1)C1=CC=C(C#N)C=C1)CCN(C2=O)C(C)C (4-[1-(9-hydroxy-2-isopropyl-1,8-dioxo-1,3,4,8-tetrahydro-2H-pyrazino[1,2-c]pyrimidin-6-ylmethyl)-cyclopentyl]-benzonitrile). Isolated yield 55.5%. Reaction SMILES: C([O:8][C:9]1[C:14](=[O:15])[N:13]=[C:12]([CH2:16][C:17]2([C:22]3[CH:27]=[CH:26][C:25](Br)=[CH:24][CH:23]=3)[CH2:21][CH2:20][CH2:19][CH2:18]2)[N:11]2[CH2:29][CH2:30][N:31]([CH:34]([CH3:36])[CH3:35])[C:32](=[O:33])[C:10]=12)C1C=CC=CC=1.[CH3:37][N:38]1CCCC1=O>O.[Zn].C1(P(C2C=CC=CC=2)[C-]2C=CC=C2)C=CC=CC=1.[C-]1(P(C2C=CC=CC=2)C2C=CC=CC=2)C=CC=C1.[Fe+2].[C-]#N.[C-]#N.[Zn+2].C1C=CC(/C=C/C(/C=C/C2C=CC=CC=2)=O)=CC=1.C1C=CC(/C=C/C(/C=C/C2C=CC=CC=2)=O)=CC=1.C1C=CC(/C=C/C(/C=C/C2C=CC=CC=2)=O)=CC=1.[Pd].[Pd]>[OH:8][C:9]1[C:14](=[O:15])[N:13]=[C:12]([CH2:16][C:17]2([C:22]3[CH:27]=[CH:26][C:25]([C:37]#[N:38])=[CH:24][CH:23]=3)[CH2:18][CH2:19][CH2:20][CH2:21]2)[N:11]2[CH2:29][CH2:30][N:31]([CH:34]([CH3:36])[CH3:35])[C:32](=[O:33])[C:10]=12 |f:4.5.6,7.8.9,10.11.12.13.14|. Procedure details: A stirred solution of 9-benzyloxy-6-[1-(4-bromophenyl)-cyclopentylmethyl]-2-isopropyl-3,4-dihydro-2H-pyrazino[1,2-c]pyrimidine-1,8-dione (234) (100 mg, 0.182 mmol) in N-Methyl-2-pyrrolidon (1 mL) in a sealed tube was purged with argon for 10 min. To this solution, Zn (1.188 mg, 0.018 mmol), 1,1′-bis(diphenylphosphino)ferrocen (3.021 mg, 0.0050 mmol), Zn(CN)2 (17.067 mg, 0.145 mmol) and Pd2(dba)3 (3.327 mg, 0.0040 mmol) were added and the reaction mixture was heated at 120° C. for 16 h. After com...